Task: describe an organic reaction: reactants, conditions, products, and yield. Dataset: the Open Reaction Database (ORD), a public repository of structured organic reaction records Starting materials: C1(CCC1)N1CCC2=C(CC1)C=C(C=C2)O (3-Cyclobutyl-2,3,4,5-tetrahydro-1H-benzo[d]azepin-7-ol), FC=1C=C(C#N)C=CC1F (3,4-difluorobenzonitrile), C([O-])([O-])=O.[K+].[K+] (potassium carbonate). Solvent: CS(=O)C (dimethylsulfoxide). Conditions: temperature 85 celsius. The product is C1(CCC1)N1CCC2=C(CC1)C=CC(=C2)OC2=C(C=C(C#N)C=C2)F (4-[(3-Cyclobutyl-2,3,4,5-tetrahydro-1H-3-benzazepin-7-yl)oxy]-3-fluorobenzonitrile). Reaction SMILES: [CH:1]1([N:5]2[CH2:11][CH2:10][C:9]3[CH:12]=[C:13]([OH:16])[CH:14]=[CH:15][C:8]=3[CH2:7][CH2:6]2)[CH2:4][CH2:3][CH2:2]1.[F:17][C:18]1[CH:19]=[C:20]([CH:23]=[CH:24][C:25]=1F)[C:21]#[N:22].C(=O)([O-])[O-].[K+].[K+]>CS(C)=O>[CH:1]1([N:5]2[CH2:6][CH2:7][C:8]3[CH:15]=[CH:14][C:13]([O:16][C:25]4[CH:24]=[CH:23][C:20]([C:21]#[N:22])=[CH:19][C:18]=4[F:17])=[CH:12][C:9]=3[CH2:10][CH2:11]2)[CH2:4][CH2:3][CH2:2]1 |f:2.3.4|. Reported procedure: A mixture of 3-cyclobutyl-2,3,4,5-tetrahydro-1H-3-benzazepin-7-ol (E3) (100 mg, 0.46 mmol), 3,4-difluorobenzonitrile (70 mg, 0.51 mmol) and potassium carbonate (159 mg, 1.15 mmol) in dimethylsulfoxide (2 ml) was heated at 85° C. for 2 hours. The reaction mixture was cooled and applied to a SCX ion exchange cartridge (Varian bond-elute, 10 g) and washed with methanol and then a mixture of 0.880 ammonia/methanol (1:9). The combined basic fractions were concentrated in vacuo to afford the title com... The reactants are C(C)(C)(C)C1=NN(C(=C1)NC(OC1=CC=CC=C1)=O)CC(C)C (phenyl 3-tert-butyl-1-isobutyl-1H-pyrazol-5-ylcarbamate), C(C)(C)N(C(C)C)CC (N,N-Diisopropylethylamine), COC=1C=C2C(=NC=NC2=CC1OC)OC=1C=C(N)C=CC1 (3-(6,7-dimethoxyquinazolin-4-yloxy)aniline). Solvent: C1CCOC1 (THF). The product is C(C)(C)(C)C1=NN(C(=C1)NC(=O)NC1=CC(=CC=C1)OC1=NC=NC2=CC(=C(C=C12)OC)OC)CC(C)C (1-(3-tert-butyl-1-isobutyl-1H-pyrazol-5-yl)-3-(3-(6,7-dimethoxyquinazolin-4-yloxy)phenyl)urea). Yield: 37.3%. Reaction SMILES: [C:1]([C:5]1[CH:9]=[C:8]([NH:10][C:11](=[O:19])OC2C=CC=CC=2)[N:7]([CH2:20][CH:21]([CH3:23])[CH3:22])[N:6]=1)([CH3:4])([CH3:3])[CH3:2].C(N(CC)C(C)C)(C)C.[CH3:33][O:34][C:35]1[CH:36]=[C:37]2[C:42](=[CH:43][C:44]=1[O:45][CH3:46])[N:41]=[CH:40][N:39]=[C:38]2[O:47][C:48]1[CH:49]=[C:50]([CH:52]=[CH:53][CH:54]=1)[NH2:51]>C1COCC1>[C:1]([C:5]1[CH:9]=[C:8]([NH:10][C:11]([NH:51][C:50]2[CH:52]=[CH:53][CH:54]=[C:48]([O:47][C:38]3[C:37]4[C:42](=[CH:43][C:44]([O:45][CH3:46])=[C:35]([O:34][CH3:33])[CH:36]=4)[N:41]=[CH:40][N:39]=3)[CH:49]=2)=[O:19])[N:7]([CH2:20][CH:21]([CH3:22])[CH3:23])[N:6]=1)([CH3:2])([CH3:3])[CH3:4]. Reported procedure: A stirred solution of phenyl 3-tert-butyl-1-isobutyl-1H-pyrazol-5-ylcarbamate (150 mg, 0.47 mmol), N,N-Diisopropylethylamine (80 mg, 0.62 mmol) and 3-(6,7-dimethoxyquinazolin-4-yloxy)aniline (prepared as described in Example 113A) (92 mg, 0.31 mmol) in THF (1.0 mL) was heated at 60° C. for 15 h. After cooling to rt, the reaction solution was partitioned between dichloromethane and a saturated aqueous solution of sodium carbonate. The organic phase was separated and concentrated under reduced pre... Reactants: ClC=1C=C(C=CC1)[C@@H]([C@H]1CN(CCO1)C(=O)OC(C)(C)C)OCCNC(=O)OC ((R)-tert-butyl 2-((S)-(3-chlorophenyl)(2-(methoxycarbonylamino)ethoxy)methyl)morpholine-4-carboxylate), C(=O)(O)[O-].[Na+] (NaHCO3). Run in C(=O)(C(F)(F)F)O.C(Cl)Cl (TFA CH2Cl2). Reaction conditions: time 20 minute. The product is ClC=1C=C(C=CC1)[C@H](OCCNC(OC)=O)[C@H]1CNCCO1 (methyl 2-((S)-(3-chlorophenyl)((R)-morpholin-2-yl)methoxy)ethylcarbamate). Yield: 130.3%. As a reaction SMILES: [Cl:1][C:2]1[CH:3]=[C:4]([C@H:8]([O:22][CH2:23][CH2:24][NH:25][C:26]([O:28][CH3:29])=[O:27])[C@@H:9]2[O:14][CH2:13][CH2:12][N:11](C(OC(C)(C)C)=O)[CH2:10]2)[CH:5]=[CH:6][CH:7]=1.C([O-])(O)=O.[Na+]>C(O)(C(F)(F)F)=O.C(Cl)Cl>[Cl:1][C:2]1[CH:3]=[C:4]([C@@H:8]([C@@H:9]2[O:14][CH2:13][CH2:12][NH:11][CH2:10]2)[O:22][CH2:23][CH2:24][NH:25][C:26](=[O:27])[O:28][CH3:29])[CH:5]=[CH:6][CH:7]=1 |f:1.2,3.4|. Procedure: (R)-tert-butyl 2-((S)-(3-chlorophenyl)(2-(methoxycarbonylamino)ethoxy)methyl)morpholine-4-carboxylate (120 mg, 0.28 mmol) was dissolved in a solution of 20% (V/V) TFA/CH2Cl2 (5 mL). The reaction mixture was stirred at rt for 20 min and a solution of satd aq NaHCO3 was added dropwise to adjust pH=7-8. The resulting mixture was extracted with CH2Cl2 (3×10 mL). The combined organic extracts were washed with brine, dried over Na2SO4, and concentrated in vacuo to afford methyl 2-((S)-(3-chlorophenyl)... Starting materials: BrCCCCN1C(SCC1=O)(C)C (3-(4-bromobutyl)-2,2-dimethyl-4-thiazolidinone), IC (iodomethane), C[Si](C)(C)[N-][Si](C)(C)C.[Li+] (lithium bis(trimethylsilyl)amide), C1CCOC1 (THF), C1CCOC1 (THF). Reaction conditions: temperature -75 celsius, time 25 minute. Product: BrCCCCN1C(SC(C1=O)(C)C)(C)C (3-(4-Bromobutyl)-2,2,5,5-tetramethyl-4-thiazolidinone). As a reaction SMILES: [Br:1][CH2:2][CH2:3][CH2:4][CH2:5][N:6]1C(=O)C[S:8][C:7]1([CH3:13])[CH3:12].I[CH3:15].C[Si]([N-][Si](C)(C)C)(C)C.[Li+].[CH2:26]1[CH2:30][O:29]C[CH2:27]1>>[Br:1][CH2:2][CH2:3][CH2:4][CH2:5][N:6]1[C:30](=[O:29])[C:26]([CH3:27])([CH3:15])[S:8][C:7]1([CH3:12])[CH3:13] |f:2.3|. Procedure details: To a -75° C. solution of 3-(4-bromobutyl)-2,2-dimethyl-4-thiazolidinone (13.18 g), iodomethane (22.83 g) and THF (30 ml) was added a -75° C. solution of lithium bis(trimethylsilyl)amide (0.100 mol) in THF (110 ml) over a period of 12 minutes. The resulting solution was stirred at -75° C. for 25 minutes, removed from the cold bath and acidified with 1N HCl (250 ml). The aqueous mixture was extracted with diethylether (3×125 ml). The combined extracts were washed with brine (150 ml), dried (anhydr... Reactants: ClC1=C(C=CC=2C(OCC21)=O)C=C (4-chloro-5-ethenyl-2-benzofuran-1(3H)-one), C1=CC(=CC(=C1)Cl)C(=O)OO (m-CPBA). Solvent: C(Cl)Cl (DCM). Run at time 16 hour. Yields the product ClC1=C(C=CC=2C(OCC21)=O)C2OC2 (4-chloro-5-oxiran-2-yl-2-benzofuran-1(3H)-one). As a reaction SMILES: [Cl:1][C:2]1[C:10]2[CH2:9][O:8][C:7](=[O:11])[C:6]=2[CH:5]=[CH:4][C:3]=1[CH:12]=[CH2:13].C1C=C(Cl)C=C(C(OO)=[O:22])C=1>C(Cl)Cl>[Cl:1][C:2]1[C:10]2[CH2:9][O:8][C:7](=[O:11])[C:6]=2[CH:5]=[CH:4][C:3]=1[CH:12]1[CH2:13][O:22]1. Procedure details: To a solution of 4-chloro-5-ethenyl-2-benzofuran-1(3H)-one (1.1 g, 5.7 mmol) in DCM (40 mL) was added m-CPBA (1.9 g, 8.5 mmol). The solution was allowed to stir at RT for 16 hours. Analysis by TLC and LC showed formation of the desired product, along with some untouched starting material. The reaction was diluted with DCM (200 mL), washed with aqueous Na2S2O3 and Na2CO3, dried over sodium sulfate, concentrated, and purified by silica gel flash chromatography to afford 4-chloro-5-oxiran-2-yl-2-be... Starting materials: FC=1C(=C(C=CC1)NC(C)=O)C(C1=C(C=CC=C1)C)O (N-[3-fluoro-2-(hydroxyl-o-tolyl-methyl)-phenyl]-acetamide). The reagents and catalysts are [O-2].[Mn+4].[O-2] (manganese(IV)-oxide). Solvent: C(Cl)(Cl)Cl (chloroform). Reaction conditions: time 3 day. The product is FC=1C(=C(C=CC1)NC(C)=O)C(C1=C(C=CC=C1)C)=O (N-[3-fluoro-2-(2-methyl-benzoyl)-phenyl]-acetamide). As a reaction SMILES: [F:1][C:2]1[C:3]([CH:12]([OH:20])[C:13]2[CH:18]=[CH:17][CH:16]=[CH:15][C:14]=2[CH3:19])=[C:4]([NH:8][C:9](=[O:11])[CH3:10])[CH:5]=[CH:6][CH:7]=1>C(Cl)(Cl)Cl.[O-2].[Mn+4].[O-2]>[F:1][C:2]1[C:3]([C:12](=[O:20])[C:13]2[CH:18]=[CH:17][CH:16]=[CH:15][C:14]=2[CH3:19])=[C:4]([NH:8][C:9](=[O:11])[CH3:10])[CH:5]=[CH:6][CH:7]=1 |f:2.3.4|. Reported procedure: 205 mg (0.75 mmol) N-[3-fluoro-2-(hydroxyl-o-tolyl-methyl)-phenyl]-acetamide are dissolved in 9 ml chloroform, combined with 652 mg (7.5 mmol) manganese(IV)-oxide and stirred for 3 d at ambient temperature. Then excess manganese(IV)-oxide is filtered off through Celite and the solvent is eliminated in vacuo. The crude product is purified by column chromatography. The carrier material used is silica gel and the eluant used is a mixture of cyclohexane:ethyl acetate (80:20). Starting materials: COc1ccc(C2CNCCN2)cc1, CS(C)=O, Cn1cc(C(=O)O)c(=O)c2cc3cc(F)c(F)cc3nc21, O. Yields the product COc1ccc(C2CN(c3cc4nc5c(cc4cc3F)c(=O)c(C(=O)O)cn5C)CCN2)cc1. Reaction SMILES: [CH3:22][O:23][c:24]1[cH:25][cH:26][c:27]([CH:30]2[NH:31][CH2:32][CH2:33][NH:34][CH2:35]2)[cH:28][cH:29]1.[CH3:37][S:38](=[O:39])[CH3:40].[F:1][c:2]1[cH:3][c:4]2[c:5]([n:6][c:7]3[n:8]([CH3:18])[cH:9][c:10]([C:15](=[O:16])[OH:17])[c:11](=[O:14])[c:12]3[cH:13]2)[cH:19][c:20]1[F:21].[OH2:36]>>[F:1][c:2]1[cH:3][c:4]2[c:5]([n:6][c:7]3[n:8]([CH3:18])[cH:9][c:10]([C:15](=[O:16])[OH:17])[c:11](=[O:14])[c:12]3[cH:13]2)[cH:19][c:20]1[N:34]1[CH2:33][CH2:32][NH:31][CH:30]([c:27]2[cH:26][cH:25][c:24]([O:23][CH3:22])[cH:29][cH:28]2)[CH2:35]1.